From a dataset of the Open Reaction Database (ORD), a public repository of structured organic reaction records. describe an organic reaction: reactants, conditions, products, and yield Starting materials: C(C1=CC=C(C#N)C=C1)#N (Terephthalonitrile), aqueous solution, [OH-].[K+] (potassium hydroxide), resultant mixture. Run in C(C)(C)(C)O (tert-butanol). The product is C(#N)C1=CC=C(C(=O)N)C=C1 (p-cyanobenzamide). The yield is 105.3%. Reaction SMILES: [C:1](#[N:10])[C:2]1[CH:9]=[CH:8][C:5]([C:6]#[N:7])=[CH:4][CH:3]=1.[OH-:11].[K+]>C(O)(C)(C)C>[C:6]([C:5]1[CH:8]=[CH:9][C:2]([C:1]([NH2:10])=[O:11])=[CH:3][CH:4]=1)#[N:7] |f:1.2|. Procedure: Terephthalonitrile (12.8 g, 0.1 mol) and tert-butanol (243.2 g) were mixed, and the resultant mixture was heated to 80° C. with stirring. To the mixture, a 26% aqueous solution of potassium hydroxide (4.3 g) was added over three hours. Liquid chromatographic analysis revealed the reaction mixture contained 11.8 g of p-cyanobenzamide (yield 81%). The reactants are suspension, [H-].[Na+] (sodium hydride), Cl.CC1(N=CC2=C3C(C(CC2C1=O)=O)=NC(=N3)C3=CC=CC=C3)C (7,7-dimethyl-2-phenyl-5H,7H-imidazo[4,5-h]isoquinoline-4,6-dione hydrochloride), CS(=O)C (dimethyl sulfoxide), C(C)N(CCCBr)CC (3-diethylamino propyl bromide). Run in O (water). Run at time 1 hour. The product is Cl.Cl.CC1(N=CC2=C3C(C(C(C2C1=O)CCCN(CC)CC)=O)=NC(=N3)C3=CC=CC=C3)C (7,7-Dimethyl-2-phenyl-5-(3-diethylamino-propyl)-5H,7H-imidazo[4,5-h]isoquinoline-4,6-dione dihydrochloride). Reaction SMILES: [H-].[Na+].[ClH:3].[CH3:4][C:5]1([CH3:26])[C:14](=[O:15])[CH:13]2[C:8](=[C:9]3[N:19]=[C:18]([C:20]4[CH:25]=[CH:24][CH:23]=[CH:22][CH:21]=4)[N:17]=[C:10]3[C:11](=[O:16])[CH2:12]2)[CH:7]=[N:6]1.CS(C)=O.[CH2:31]([N:33]([CH2:38][CH3:39])[CH2:34][CH2:35][CH2:36]Br)[CH3:32]>O>[ClH:3].[ClH:3].[CH3:4][C:5]1([CH3:26])[C:14](=[O:15])[CH:13]2[C:8](=[C:9]3[N:19]=[C:18]([C:20]4[CH:25]=[CH:24][CH:23]=[CH:22][CH:21]=4)[N:17]=[C:10]3[C:11](=[O:16])[CH:12]2[CH2:36][CH2:35][CH2:34][N:33]([CH2:38][CH3:39])[CH2:31][CH3:32])[CH:7]=[N:6]1 |f:0.1,2.3,7.8.9|. Procedure: 2.6 gm of a 55% suspension of sodium hydride in oil were added in portions to a mixture of 5.1 gm of 7,7-dimethyl-2-phenyl-5H,7H-imidazo[4,5-h]isoquinoline-4,6-dione hydrochloride and 50 ml of dimethyl sulfoxide. After stirring the mixture at room temperature for one hour, 4.8 gm of 3-diethylamino propyl bromide hdyrobromide were added, and the mixture was heated at 50° C. for 3 hours. The reaction mixture was admixed with water and extracted several times with chloroform. The chloroform phases ... Reactants: ice water, C(C)(C)N1C(NC2=C1C=NC=C2)=O (3-isopropyl-1H-imidazo[4,5-c]pyridin-2(3H)-one), O=P(Cl)(Cl)Cl (POCl3), [NH4+].[OH-] (NH4OH). Yields the product ClC1=NC2=C(C=NC=C2)N1C(C)C (2-chloro-3-isopropyl-3H-imidazo[4,5-c]pyridine). Reaction SMILES: [CH:1]([N:4]1[C:8]2[CH:9]=[N:10][CH:11]=[CH:12][C:7]=2[NH:6][C:5]1=O)([CH3:3])[CH3:2].[NH4+].[OH-].O=P(Cl)(Cl)[Cl:18]>>[Cl:18][C:5]1[N:4]([CH:1]([CH3:3])[CH3:2])[C:8]2[CH:9]=[N:10][CH:11]=[CH:12][C:7]=2[N:6]=1 |f:1.2|. Reported procedure: A mixture of 3-isopropyl-1H-imidazo[4,5-c]pyridin-2(3H)-one (0.5 g, 2.82 mmol.) in POCl3 (5 mL) was refluxed for 16 hrs. Then the reaction mixture was poured into ice water and basified with NH4OH to pH=7˜8. The mixture was extracted with ethyl acetate. The organic layer was dried over Na2SO4 and evaporated to afford crude 2-chloro-3-isopropyl-3H-imidazo[4,5-c]pyridine which was used directly for the next step (150 mg, 27%). The reactants are B(F)(F)F (BF3), 4′-nitro, (I)-7-methoxy-3′-N, N-dialkylaminomethyl-4′-hydroxy isoflavones, compounds 16, ( 2 ), (I)-7-methoxy-3′-N, N-dialkylaminomethyl-4′-hydroxy isoflavones, C1(=CC=CC=C1)C(=O)CC1=CC=CC=C1 (deoxybenzoin), formyl, 2-carboxy, C(C1=CC=CC=C1)C(=O)C1=C(C=C(C=C1)O)O (2,4-dihydroxyphenyl benzyl ketone), isoflavones, 4′-amino, compounds 32, compounds 27, substituted resorcinols, isoflavones, OC1=CC=C2C(C(=COC2=C1)C1=CC=CC=C1)=O (7-hydroxy isoflavone), compound 1, 7-O-substituted isoflavones, isoflavones, ethyl esters, substituted phenyl acetic acids. The product is Substituted deoxybenzoins, OC1=CC=C2C(C(=C(OC2=C1)C(=O)OCC)C1=CC=CC=C1)=O (7-Hydroxy-2-ethoxycarbonylisoflavone). As a reaction SMILES: B(F)(F)F.[OH:5][C:6]1[CH:15]=[C:14]2[C:9]([C:10](=[O:22])[C:11]([C:16]3[CH:21]=[CH:20][CH:19]=[CH:18][CH:17]=3)=[CH:12][O:13]2)=[CH:8][CH:7]=1.C(C(C1C=[CH:36][C:35]([OH:38])=CC=1O)=O)C1C=CC=CC=1.C1([C:46](CC2C=CC=CC=2)=[O:47])C=CC=CC=1>>[OH:5][C:6]1[CH:15]=[C:14]2[C:9]([C:10](=[O:22])[C:11]([C:16]3[CH:21]=[CH:20][CH:19]=[CH:18][CH:17]=3)=[C:12]([C:46]([O:38][CH2:35][CH3:36])=[O:47])[O:13]2)=[CH:8][CH:7]=1. Procedure: Deoxybenzoins undergo α-keto formylation, intramolecular acetal formation, and a facile dehydration to give the pyrone ring C and hence, the isoflavones as shown in Scheme 1, Step 2 and below. Substituted deoxybenzoins were synthesized by reacting appropriate substituted phenyl acetic acids with properly substituted resorcinols in the presence of BF3. The starting material (7-hydroxy isoflavone, compound 1) for the synthesis of the 7-O-substituted isoflavones was prepared by cyclization of 2,4-d... Reactants: resultant mixture, O1C(CCCC1)OC(C)C1(OC1)C1=C(C=C(C=C1)F)F (2-[1-(3,4,5,6-tetrahydro-2H-pyran-2-yloxy)ethyl]-2-(2,4-difluorophenyl)oxirane), N1N=CN=C1 (1H-1,2,4-triazole), [H-].[Na+] (sodium hydride), N1N=CN=C1 (1H-1,2,4-triazole), ice water. Run in CN(C=O)C (N,N-dimethylformamide), oil. The product is FC1=C(C=CC(=C1)F)C(CN1N=CN=C1)(C(C)OC1OCCCC1)O (2-(2,4-difluorophenyl)-3-(3,4,5,6-tetrahydro-2H-pyran-2-yl)oxy-1-(1H-1,2,4-triazol-1-yl)-2-butanol). Isolated yield 49.6%. As a reaction SMILES: [H-].[Na+].[NH:3]1[CH:7]=[N:6][CH:5]=[N:4]1.[O:8]1[CH2:13][CH2:12][CH2:11][CH2:10][CH:9]1[O:14][CH:15]([C:17]1([C:20]2[CH:25]=[CH:24][C:23]([F:26])=[CH:22][C:21]=2[F:27])[CH2:19][O:18]1)[CH3:16]>CN(C)C=O>[F:27][C:21]1[CH:22]=[C:23]([F:26])[CH:24]=[CH:25][C:20]=1[C:17]([OH:18])([CH:15]([O:14][CH:9]1[CH2:10][CH2:11][CH2:12][CH2:13][O:8]1)[CH3:16])[CH2:19][N:3]1[CH:7]=[N:6][CH:5]=[N:4]1 |f:0.1|. Procedure: To N,N-dimethylformamide (700 ml) was added, at room temperature while stirring, 60% sodium hydride in oil (35.2 g) by portions during 10 minutes. The mixture was stirred for 5 minutes at room temperature, to which was added 1H-1,2,4-triazole (25 g) by portions at room temperature during 20 minutes. The reaction mixture was cooled with ice, to which was added 1H-1,2,4-triazole (44.6 g) during 30 minutes with stirring, followed by stirring at room temperature for further 10 minutes. To the result... Starting materials: CCO, N#Cc1c(F)cccc1F, N. The product is N#Cc1c(N)cccc1F. RXN SMILES: [CH3:12][CH2:13][OH:14].[F:1][c:2]1[c:3]([C:4]#[N:5])[c:6]([F:10])[cH:7][cH:8][cH:9]1.[NH3:11]>>[F:1][c:2]1[c:3]([C:4]#[N:5])[c:6]([NH2:11])[cH:7][cH:8][cH:9]1. Starting materials: ClC1=CC(=C(N)C=C1)[N+](=O)[O-] (4-chloro-2-nitroaniline), [H-].[Na+] (NaH), suspension, CI (MeI), C(=O)(O)[O-].[Na+] (NaHCO3). Solvent: CN(C)C=O (DMF), [Cl-].[Na+].O (brine). Yields the product ClC1=CC(=C(NC)C=C1)[N+](=O)[O-] (4-chloro-N-methyl-2-nitroaniline). RXN SMILES: [Cl:1][C:2]1[CH:8]=[CH:7][C:5]([NH2:6])=[C:4]([N+:9]([O-:11])=[O:10])[CH:3]=1.[H-].[Na+].CI.[C:16]([O-])(O)=O.[Na+]>CN(C=O)C.[Cl-].[Na+].O>[Cl:1][C:2]1[CH:8]=[CH:7][C:5]([NH:6][CH3:16])=[C:4]([N+:9]([O-:11])=[O:10])[CH:3]=1 |f:1.2,4.5,7.8.9|. Procedure: To a solution of 4-chloro-2-nitroaniline (10 mmol, 1.73 g) in DMF (10 mL) was added portionwise NaH (12 mmol, 480 mg of a 60% suspension in mineral oil) (exothermic, gas evolution). After 10 min MeI (20 mmol, 1.2 mL) was added to the reaction mixture. After 1 h the reaction mixture was poured into aqueous NaHCO3 and brine to afford the product as an orange precipitate, which was filtered, washed with water and dried in vacuo. H1 NMR (500 MHz, d6-DMSO): δ 8.22 (m, 1H), 8.02 (d, J=2.5 Hz, 1H), 7.5...